Dataset: the Open Reaction Database (ORD), a public repository of structured organic reaction records. Task: describe an organic reaction: reactants, conditions, products, and yield The reactants are COC(OC)c1cc(OC(C)=O)c2c(c1)N1CC3C(N3C(=O)OCc3ccccc3)C(OC(C)=O)(O1)C2COC(N)=O, CO. Product: COC(OC)c1cc(OC(C)=O)c2c(c1)N1CC3NC3C(OC(C)=O)(O1)C2COC(N)=O. RXN SMILES: [C:1]([CH3:2])(=[O:3])[O:4][c:5]1[cH:6][c:7]([CH:38]([O:39][CH3:40])[O:41][CH3:42])[cH:8][c:9]2[c:17]1[CH:16]([CH2:18][O:19][C:20]([NH2:21])=[O:22])[C:15]1([O:24][C:25]([CH3:26])=[O:27])[CH:14]3[CH:12]([CH2:11][N:10]2[O:23]1)[N:13]3[C:28]([O:29][CH2:30][c:31]1[cH:32][cH:33][cH:34][cH:35][cH:36]1)=[O:37].[CH3:43][OH:44]>>[C:1]([CH3:2])(=[O:3])[O:4][c:5]1[cH:6][c:7]([CH:38]([O:39][CH3:40])[O:41][CH3:42])[cH:8][c:9]2[c:17]1[CH:16]([CH2:18][O:19][C:20]([NH2:21])=[O:22])[C:15]1([O:24][C:25]([CH3:26])=[O:27])[CH:14]3[CH:12]([CH2:11][N:10]2[O:23]1)[NH:13]3.